This data is from the Open Reaction Database (ORD), a public repository of structured organic reaction records. The task is: describe an organic reaction: reactants, conditions, products, and yield The product is C(C)N1N=C(C=C1CO)C1=CC=C(C=C1)C(F)(F)F ([2-ethyl-5-(4-trifluoromethyl-phenyl)-2H-pyrazol-3-yl]-methanol). Starting materials: C(C)OC(=O)C=1N(N=C(C1)C1=CC=C(C=C1)C(F)(F)F)CC (2-ethyl-5-(4-trifluoromethyl-phenyl)-2H-pyrazole-3-carboxylic acid ethyl ester), [H-].[Al+3].[Li+].[H-].[H-].[H-] (lithium aluminium hydride). RXN SMILES: C([O:3][C:4]([C:6]1[N:7]([CH2:21][CH3:22])[N:8]=[C:9]([C:11]2[CH:16]=[CH:15][C:14]([C:17]([F:20])([F:19])[F:18])=[CH:13][CH:12]=2)[CH:10]=1)=O)C.[H-].[Al+3].[Li+].[H-].[H-].[H-]>>[CH2:21]([N:7]1[C:6]([CH2:4][OH:3])=[CH:10][C:9]([C:11]2[CH:16]=[CH:15][C:14]([C:17]([F:19])([F:18])[F:20])=[CH:13][CH:12]=2)=[N:8]1)[CH3:22] |f:1.2.3.4.5.6|. Reported procedure: In analogy to the procedure described for example 1 a], 2-ethyl-5-(4-trifluoromethyl-phenyl)-2H-pyrazole-3-carboxylic acid ethyl ester was reduced with lithium aluminium hydride to give [2-ethyl-5-(4-trifluoromethyl-phenyl)-2H-pyrazol-3-yl]-methanol as colorless crystals. Reactants: N1=C(C=CC=C1)CCCO (3-(2-pyridyl)propanol), TEA, C(C(=O)Cl)(=O)Cl (oxalyl chloride), O (water), CS(=O)C (DMSO). Run in C(Cl)Cl (DCM), C(Cl)Cl (DCM), C(Cl)Cl (DCM). Run at temperature -70 celsius, time 15 minute. Yields the product N1=C(C=CC=C1)CCC=O (3-(2-Pyridyl)propanal). As a reaction SMILES: C(Cl)(=O)C(Cl)=O.CS(C)=O.[N:11]1[CH:16]=[CH:15][CH:14]=[CH:13][C:12]=1[CH2:17][CH2:18][CH2:19][OH:20].O>C(Cl)Cl>[N:11]1[CH:16]=[CH:15][CH:14]=[CH:13][C:12]=1[CH2:17][CH2:18][CH:19]=[O:20]. Procedure details: 35 ml (0.41 mol) of oxalyl chloride were dissolved in 700 ml of dry DCM and cooled to −70° C. A mixture of 62 ml (0.87 mol) of DMSO and 40 ml of dry DCM was added dropwise to this solution over a period of 25 min. During this, the temperature was kept strictly below −65° C. (exothermic reaction). After stirring at −70° C. for 15 min, 50 g (0.36 mol) of freshly distilled 3-(2-pyridyl)propanol dissolved in 150 ml of dry DCM were added dropwise at below −65° C. over a period not exceeding 15 min. 2... The reactants are C#CCCCCC (1-heptyne), compound 2, Heterocycles, C1[C@@H](O1)CO ((S)-glycidol), O=C1C(O)=C(O)[C@H](O1)[C@@H](O)CO (ascorbic acid), CCCCC/C=C\C[C@H](/C=C/C=C/C=C\[C@H](CCCC(=O)O)O)O (Leukotriene B4). The solvent is CCOCC (ether), CCOCC (ether). Product: O1C(CCCC1)OC[C@@H](CC#CCCCCC)O (a-[(tetrahydro-2H-pyran-2-yl)oxy] dec-4-yn-2(R)-ol). Reaction SMILES: CCCCC/C=C\C[C@@H](O)/C=[CH:11]/[CH:12]=[CH:13]/[CH:14]=[CH:15]\[C@@H:16](O)[CH2:17][CH2:18][CH2:19][C:20]([OH:22])=O.C1[O:27][C@H]1CO.O=C1O[C@H:36]([C@H:38]([CH2:40][OH:41])O)[C:34](O)=[C:32]1O.C#CCCCCC>CCOCC>[O:41]1[CH2:32][CH2:34][CH2:36][CH2:38][CH:40]1[O:22][CH2:20][C@H:19]([OH:27])[CH2:18][C:17]#[C:16][CH2:15][CH2:14][CH2:13][CH2:12][CH3:11]. Procedure: The starting material for the process of this invention, compound 2, can be prepared as described in Nicolaou, K. C. et al., "A General and Stereocontrolled Total Synthesis of Leukotriene B4 and Analogues," J. Am. Chem. Soc., 106, 3548 (1984) or Hanson, R. M. and Sharpless, K. B., J. Org. Chem., 51 1922 (1986). Briefly, optically active (S)-glycidol THP ether is prepared from ascorbic acid as disclosed in Takano, S., Numata, H., Ogasawara, K., Heterocycles, 19, 237 (1982) and Baldwin, J. J., Raa...